This data is from the Open Reaction Database (ORD), a public repository of structured organic reaction records. The task is: describe an organic reaction: reactants, conditions, products, and yield Reactants: Br, CO, CC(C)=O, COC(=O)C1(Cl)CC2C=CC1NC2. The product is Br, COC(=O)C1(Cl)CC2CCC1NC2. As a reaction SMILES: [BrH:1].[CH3:15][OH:16].[CH3:17][C:18](=[O:19])[CH3:20].[Cl:2][C:3]1([C:11](=[O:12])[O:13][CH3:14])[CH:4]2[NH:5][CH2:6][CH:7]([CH:8]=[CH:9]2)[CH2:10]1>>[BrH:1].[Cl:2][C:3]1([C:11](=[O:12])[O:13][CH3:14])[CH:4]2[NH:5][CH2:6][CH:7]([CH2:8][CH2:9]2)[CH2:10]1. The reactants are C(=O)([O-])[O-].[Na+].[Na+] (Na2CO3), ClC1=NC2=CC=CC=C2C=C1 (2-chloroquinoline), C(C)(C)(C)OC(=O)N1CC(C1)C=1N=C2N(C(=CN=C2N2CCOCC2)C=2C=CC(=NC2)N2CCN(CC2)C(=O)OCC2=CC=CC=C2)C1 (Benzyl 4-(5-(2-(1-(tert-butoxycarbonyl)azetidin-3-yl)-8-morpholinoimidazo[1,2-a]pyrazin-5-yl)pyridin-2-yl)piperazine-1-carboxylate). The solvent is C(Cl)Cl (DCM), C(=O)(C(F)(F)F)O (TFA), O (water). Run at time 2 hour. Yields the product O1CCN(CC1)C=1C=2N(C(=CN1)C=1C=CC(=NC1)N1CCN(CC1)C(=O)OCC1=CC=CC=C1)C=C(N2)C2CN(C2)C2=NC1=CC=CC=C1C=C2 (Benzyl 4-(5-(8-morpholino-2-(1-(quinolin-2-yl)azetidin-3-yl)imidazo[1,2-a]pyrazin-5-yl)pyridin-2-yl)piperazine-1-carboxylate). As a reaction SMILES: C(O[C:6]([N:8]1[CH2:11][CH:10]([C:12]2[N:13]=[C:14]3[C:19]([N:20]4[CH2:25][CH2:24][O:23][CH2:22][CH2:21]4)=[N:18][CH:17]=[C:16]([C:26]4[CH:27]=[CH:28][C:29]([N:32]5[CH2:37][CH2:36][N:35]([C:38]([O:40][CH2:41][C:42]6[CH:47]=[CH:46][CH:45]=[CH:44][CH:43]=6)=[O:39])[CH2:34][CH2:33]5)=[N:30][CH:31]=4)[N:15]3[CH:48]=2)[CH2:9]1)=O)(C)(C)C.C([O-])([O-])=O.[Na+].[Na+].ClC1[CH:65]=[CH:64][C:63]2[C:58](=[CH:59][CH:60]=[CH:61][CH:62]=2)[N:57]=1>C(Cl)Cl.C(O)(C(F)(F)F)=O.O>[O:23]1[CH2:24][CH2:25][N:20]([C:19]2[C:14]3[N:15]([CH:48]=[C:12]([CH:10]4[CH2:9][N:8]([C:6]5[CH:65]=[CH:64][C:63]6[C:58](=[CH:59][CH:60]=[CH:61][CH:62]=6)[N:57]=5)[CH2:11]4)[N:13]=3)[C:16]([C:26]3[CH:27]=[CH:28][C:29]([N:32]4[CH2:37][CH2:36][N:35]([C:38]([O:40][CH2:41][C:42]5[CH:47]=[CH:46][CH:45]=[CH:44][CH:43]=5)=[O:39])[CH2:34][CH2:33]4)=[N:30][CH:31]=3)=[CH:17][N:18]=2)[CH2:21][CH2:22]1 |f:1.2.3|. Reported procedure: To a solution of compound 29c (275 mg, 0.420 mmol) in DCM (3 mL), TFA (2 mL) was added. The resulting mixture was stirred at rt for 2 h and concentrated. The residue obtained was dried under reduced pressure overnight and re-dissolved in EtOH (5 mL). Na2CO3 (1.00 g, 9.50 mmol) and 2-chloroquinoline (234 mg, 1.43 mmol) were then added and the resulting mixture was heated at reflux for 5 h. The reaction mixture was allowed to cool to rt, diluted with water (20 mL) and extracted with EtOAc (3×20 mL... Starting materials: BrC=1C=NC(=NC1)C(=O)N1CCN(CC1)CC1CC1 ((5-Bromo-pyrimidin-2-yl)-(4-cyclopropylmethyl-piperazin-1-yl)-methanone), B1(OC(C(O1)(C)C)(C)C)B2OC(C(O2)(C)C)(C)C (bis(pinacolato)diboron), C(C)(=O)[O-].[K+] (potassium acetate). The reagents and catalysts are C1=CC=C(C=C1)P([C-]2C=CC=C2)C3=CC=CC=C3.C1=CC=C(C=C1)P([C-]2C=CC=C2)C3=CC=CC=C3.Cl[Pd]Cl.[Fe+2] (Pd(dppf)Cl2). Run in O1CCOCC1 (1,4-dioxane). The product is C1(CC1)CN1CCN(CC1)C(=O)C1=NC=C(C=N1)B(O)O (2-(4-cyclopropylmethyl-piperazine-1-carbonyl)-pyrimidine-5-boronic acid). The yield is 71.4%. RXN SMILES: Br[C:2]1[CH:3]=[N:4][C:5]([C:8]([N:10]2[CH2:15][CH2:14][N:13]([CH2:16][CH:17]3[CH2:19][CH2:18]3)[CH2:12][CH2:11]2)=[O:9])=[N:6][CH:7]=1.[B:20]1(B2OC(C)(C)C(C)(C)O2)[O:24]C(C)(C)C(C)(C)[O:21]1.C([O-])(=O)C.[K+]>O1CCOCC1.C1C=CC(P(C2C=CC=CC=2)[C-]2C=CC=C2)=CC=1.C1C=CC(P(C2C=CC=CC=2)[C-]2C=CC=C2)=CC=1.Cl[Pd]Cl.[Fe+2]>[CH:17]1([CH2:16][N:13]2[CH2:14][CH2:15][N:10]([C:8]([C:5]3[N:4]=[CH:3][C:2]([B:20]([OH:24])[OH:21])=[CH:7][N:6]=3)=[O:9])[CH2:11][CH2:12]2)[CH2:19][CH2:18]1 |f:2.3,5.6.7.8|. Procedure details: (5-Bromo-pyrimidin-2-yl)-(4-cyclopropylmethyl-piperazin-1-yl)-methanone (46 mg, 0.14 mmol), bis(pinacolato)diboron (43 mg, 0.17 mmol), Pd(dppf)Cl2 (12 mg, 0.014 mmol) and potassium acetate (42 mg, 0.42 mmol) in 1,4-dioxane (0.7 mL) were added to a microwave vial and the reaction mixture purged with N2 for 10 min. The reaction mixture was irradiated using a microwave reactor (300 W, 120° C., 20 min). The reaction mixture was passed through a Si-thiol cartridge (2 g) and the column washed with MeO... Starting materials: CC(=O)OC1CCC2C3CCC4=CC(=O)C(I)CC4(C)C3CCC12C, CN(C)C=O, [Li+], [Li+], O=C([O-])[O-], O. Yields the product CC(=O)OC1CCC2C3CCC4=CC(=O)C=CC4(C)C3CCC12C. Reaction SMILES: [C:1]([CH3:2])(=[O:3])[O:4][CH:5]1[C:6]2([CH3:7])[CH:8]([CH2:9][CH2:10]1)[CH:11]1[CH2:12][CH2:13][C:14]3=[CH:15][C:16](=[O:25])[CH:17]([I:24])[CH2:18][C:19]3([CH3:20])[CH:21]1[CH2:22][CH2:23]2.[CH3:33][N:34]([CH3:35])[CH:36]=[O:37].[Li+:26].[Li+:27].[O-:28][C:29](=[O:30])[O-:31].[OH2:32]>>[C:1]([CH3:2])(=[O:3])[O:4][CH:5]1[C:6]2([CH3:7])[CH:8]([CH2:9][CH2:10]1)[CH:11]1[CH2:12][CH2:13][C:14]3=[CH:15][C:16](=[O:25])[CH:17]=[CH:18][C:19]3([CH3:20])[CH:21]1[CH2:22][CH2:23]2.